From a dataset of the Open Reaction Database (ORD), a public repository of structured organic reaction records. describe an organic reaction: reactants, conditions, products, and yield The reactants are O=C(Cl)OCc1ccccc1, CCOC(=O)CC1CCN(C(C)c2ccccc2)C1. Yields the product CCOC(=O)CC1CCN(C(=O)OCc2ccccc2)C1. RXN SMILES: [C:20]([O:21][CH2:22][c:23]1[cH:24][cH:25][cH:26][cH:27][cH:28]1)(=[O:29])[Cl:30].[c:1]1([CH:2]([CH3:3])[N:9]2[CH2:10][CH:11]([CH2:14][C:15](=[O:16])[O:17][CH2:18][CH3:19])[CH2:12][CH2:13]2)[cH:4][cH:5][cH:6][cH:7][cH:8]1>>[N:9]1([C:20]([O:21][CH2:22][c:23]2[cH:24][cH:25][cH:26][cH:27][cH:28]2)=[O:29])[CH2:10][CH:11]([CH2:14][C:15](=[O:16])[O:17][CH2:18][CH3:19])[CH2:12][CH2:13]1. Starting materials: C(C)(=O)OCC (ethyl acetate), [N+](=O)([O-])C1=C(C(C(=O)OC)=CC=C1O)C(=O)OC (dimethyl 3-nitro-4-hydroxyphthalate), C(C)O (ethanol). Reagents/catalysts: [Pt] (platinum on carbon). Solvent: C(Cl)Cl (methylene chloride). Conditions: time 1.75 hour. Product: NC1=C(C(C(=O)OC)=CC=C1O)C(=O)OC (Dimethyl 3-amino-4-hydroxyphthalate). As a reaction SMILES: [N+:1]([C:4]1[C:13]([OH:14])=[CH:12][CH:11]=[C:6]([C:7]([O:9][CH3:10])=[O:8])[C:5]=1[C:15]([O:17][CH3:18])=[O:16])([O-])=O.C(O)C.C(OCC)(=O)C>[Pt].C(Cl)Cl>[NH2:1][C:4]1[C:13]([OH:14])=[CH:12][CH:11]=[C:6]([C:7]([O:9][CH3:10])=[O:8])[C:5]=1[C:15]([O:17][CH3:18])=[O:16]. Procedure details: A mixture of dimethyl 3-nitro-4-hydroxyphthalate (28.9 g, 0.113 mol), ethanol and 5% platinum on carbon (2.80 g, 50% aqueous) is shaken on a Parr hydrogenator under hydrogen for 1.75 hours at room temperature. The reaction mixture is filtered through diatomaceous earth and the filtrate is concentrated in vacuo to give a pale green solid residue. Chromatography (silica gel, ethyl acetate:methylene chloride eluent) affords the title product as a pale yellow solid, 3.69 g, mp 112°-113° C., identifi... The reactants are CCN=C=NCCCN(C)C, CN(C)C=O, CCOC(C)=O, CCN(C(C)C)C(C)C, Cl, Nc1nc(Cc2ccccc2)c(C(=O)O)s1, NCc1ccccc1, On1nnc2ccccc21. Yields the product Nc1nc(Cc2ccccc2)c(C(=O)NCc2ccccc2)s1. Reaction SMILES: [CH2:27]([N:28]=[C:29]=[N:30][CH2:31][CH2:32][CH2:33][N:34]([CH3:35])[CH3:36])[CH3:37].[CH3:56][N:57]([CH3:58])[CH:59]=[O:60].[CH3:61][CH2:62][O:63][C:64](=[O:65])[CH3:66].[CH:17]([N:18]([CH:19]([CH3:20])[CH3:21])[CH2:22][CH3:23])([CH3:24])[CH3:25].[ClH:26].[NH2:1][c:2]1[s:3][c:4]([C:14](=[O:15])[OH:16])[c:5]([CH2:7][c:8]2[cH:9][cH:10][cH:11][cH:12][cH:13]2)[n:6]1.[NH2:48][CH2:49][c:50]1[cH:51][cH:52][cH:53][cH:54][cH:55]1.[OH:38][n:39]1[c:40]2[cH:41][cH:42][cH:43][cH:44][c:45]2[n:46][n:47]1>>[NH2:1][c:2]1[s:3][c:4]([C:14](=[O:16])[NH:48][CH2:49][c:50]2[cH:51][cH:52][cH:53][cH:54][cH:55]2)[c:5]([CH2:7][c:8]2[cH:9][cH:10][cH:11][cH:12][cH:13]2)[n:6]1. Reactants: ClC1=C(C=CC(=C1)OC1=CC=C(C=C1)Cl)C(CN1N=CN=C1)=O (1-[2-chloro-4-(4-chloro-phenoxy)-phenyl]-2-[1,2,4]triazol-1-ylethanone), MgBr diethyl, C(C)(C)[Mg]Cl (isopropyl magnesium chloride), solution. Solvent: ClCCl (dichloromethane), C1CCOC1 (THF). Run at time 90 minute. The product is ClC1=C(C=CC(=C1)OC1=CC=C(C=C1)Cl)C(CN1N=CN=C1)(C(C)C)O (2-[2-chloro-4-(4-chlorophenoxy)phenyl]-3-methyl-1-(1,2,4-triazol-1-yl)butan-2-ol). Reaction SMILES: [Cl:1][C:2]1[CH:7]=[C:6]([O:8][C:9]2[CH:14]=[CH:13][C:12]([Cl:15])=[CH:11][CH:10]=2)[CH:5]=[CH:4][C:3]=1[C:16](=[O:23])[CH2:17][N:18]1[CH:22]=[N:21][CH:20]=[N:19]1.[CH:24]([Mg]Cl)([CH3:26])[CH3:25]>ClCCl.C1COCC1>[Cl:1][C:2]1[CH:7]=[C:6]([O:8][C:9]2[CH:10]=[CH:11][C:12]([Cl:15])=[CH:13][CH:14]=2)[CH:5]=[CH:4][C:3]=1[C:16]([OH:23])([CH:24]([CH3:26])[CH3:25])[CH2:17][N:18]1[CH:22]=[N:21][CH:20]=[N:19]1. Procedure details: The above-mentioned ethanone (120.0 g, 0.34 mol) was added to a solution of MgBr diethyl etherate (195.8 g, 0.76 mol) in dichloromethane (DCM, 2.5 L) and the mixture stirred at room temperature for about 90 min. This mixture was then cooled to about 0° C. and isopropyl magnesium chloride (344.5 mL of a 2 M solution in THF, 0.69 mol) was added dropwise. The mixture was allowed to warm to room temperature and was then quenched by addition of a saturated ammonium chloride solution. The organic comp... The reactants are Cc1cc([N+](=O)[O-])ccc1NC(=O)c1ccccc1, CCOC(C)=O, [Na+], O=C([O-])O, O, O, Cl[Sn]Cl. Product: Cc1cc(N)ccc1NC(=O)c1ccccc1. Reaction SMILES: [CH3:1][c:2]1[c:3]([NH:11][C:12]([c:13]2[cH:14][cH:15][cH:16][cH:17][cH:18]2)=[O:19])[cH:4][cH:5][c:6]([N+:8]([O-:9])=[O:10])[cH:7]1.[CH3:30][CH2:31][O:32][C:33](=[O:34])[CH3:35].[Na+:29].[O-:25][C:26]([OH:27])=[O:28].[OH2:20].[OH2:21].[Sn:22]([Cl:23])[Cl:24]>>[CH3:1][c:2]1[c:3]([NH:11][C:12]([c:13]2[cH:14][cH:15][cH:16][cH:17][cH:18]2)=[O:19])[cH:4][cH:5][c:6]([NH2:8])[cH:7]1. Starting materials: C1CNCCN1, COc1ccc(CSc2ncnc3c(N4CCOCC4)nc(Cl)nc23)cc1. The product is COc1ccc(CSc2ncnc3c(N4CCOCC4)nc(N4CCNCC4)nc23)cc1. As a reaction SMILES: [CH2:28]1[CH2:29][NH:30][CH2:31][CH2:32][NH:33]1.[Cl:1][c:2]1[n:3][c:4]([N:22]2[CH2:23][CH2:24][O:25][CH2:26][CH2:27]2)[c:5]2[c:6]([n:7]1)[c:8]([S:12][CH2:13][c:14]1[cH:15][cH:16][c:17]([O:20][CH3:21])[cH:18][cH:19]1)[n:9][cH:10][n:11]2>>[c:2]1([N:30]2[CH2:29][CH2:28][NH:33][CH2:32][CH2:31]2)[n:3][c:4]([N:22]2[CH2:23][CH2:24][O:25][CH2:26][CH2:27]2)[c:5]2[c:6]([n:7]1)[c:8]([S:12][CH2:13][c:14]1[cH:15][cH:16][c:17]([O:20][CH3:21])[cH:18][cH:19]1)[n:9][cH:10][n:11]2. The reactants are COCC1=CC=C(C#N)C=C1 (4-(Methoxymethyl)benzonitrile), COC1=CC=C(C=C1)[Mg]Br (4-methoxyphenylmagnesium bromide), Cl (HCl), [BH4-].[Na+] (NaBH4). Run in C1CCOC1 (THF). Run at time 3.5 hour. Product: COCC1=CC=C(C=C1)C(N)C1=CC=C(C=C1)OC (1-[4-(Methoxymethyl)phenyl]-1-(4-methoxyphenyl)methanamine). As a reaction SMILES: [CH3:1][O:2][CH2:3][C:4]1[CH:11]=[CH:10][C:7]([C:8]#[N:9])=[CH:6][CH:5]=1.[CH3:12][O:13][C:14]1[CH:19]=[CH:18][C:17]([Mg]Br)=[CH:16][CH:15]=1.[BH4-].[Na+].Cl>C1COCC1>[CH3:1][O:2][CH2:3][C:4]1[CH:11]=[CH:10][C:7]([CH:8]([C:17]2[CH:18]=[CH:19][C:14]([O:13][CH3:12])=[CH:15][CH:16]=2)[NH2:9])=[CH:6][CH:5]=1 |f:2.3|. Procedure details: To the product of Step A (1.5 g, 10.19 mmol) in THF (15 mL) was added 4-methoxyphenylmagnesium bromide (11.21 mL, 11.21 mmol, 1.0 M). The reaction aged at rt for 3.5 h and was concentrated. The residue was dissolved in MeOH (20 mL) and then slowly treated with NaBH4 (0.386 g, 10.19 mmol). The reaction was stirred at rt overnight, concentrated and treated with aq. HCl (15 mL, 30 mmol, 2.0 M). The aqueous portion was extracted with EtOAc (2×) and the combined organic layers were washed with a 1:1 ...